Dataset: the Open Reaction Database (ORD), a public repository of structured organic reaction records. Task: describe an organic reaction: reactants, conditions, products, and yield Starting materials: C(C1=CC=CC=C1)N1C[C@H]2N(C3=C(NC(C2)=O)C=CC(=C3)C3=C(C=CC=C3)F)CC1 ((4aS)-3-benzyl-10-(2-fluorophenyl)-1,2,3,4,4a,5-hexahydropyrazino[1,2-a][1,5]benzodiazepin-6(7H)-one), Pd(OH)2—C, FC1=C(C=CC=C1)B(O)O (2-fluorophenylboronic acid), CC=1C=C(C=CC1)B(O)O (3-methylphenylboronic acid). Run in C(C)O (ethanol). Reaction conditions: time 2 hour. Product: C(C1=CC=CC=C1)N1C[C@H]2N(C3=C(NC(C2)=O)C=CC(=C3)C3=C(C=CC=C3)F)CC1 ((4aS)-3-Benzyl-10-(2-fluorophenyl)-1,2,3,4,4a,5-hexahydropyrazino[1,2-a][1,5]benzodiazepin-6(7H)-one), FC1=C(C=CC=C1)C1=CC2=C(NC(C[C@@H]3N2CCNC3)=O)C=C1 ((4aS)-10-(2-fluorophenyl)-1,2,3,4,4a,5-hexahydropyrazino[1,2-a][1,5]benzodiazepin-6(7H)-one). As a reaction SMILES: FC1C=CC=CC=1B(O)O.CC1C=C(B(O)O)C=CC=1.[CH2:21]([N:28]1[CH2:50][CH2:49][N:31]2[C:32]3[CH:41]=[C:40]([C:42]4[CH:47]=[CH:46][CH:45]=[CH:44][C:43]=4[F:48])[CH:39]=[CH:38][C:33]=3[NH:34][C:35](=[O:37])[CH2:36][C@H:30]2[CH2:29]1)[C:22]1[CH:27]=[CH:26][CH:25]=[CH:24][CH:23]=1>C(O)C>[CH2:21]([N:28]1[CH2:50][CH2:49][N:31]2[C:32]3[CH:41]=[C:40]([C:42]4[CH:47]=[CH:46][CH:45]=[CH:44][C:43]=4[F:48])[CH:39]=[CH:38][C:33]=3[NH:34][C:35](=[O:37])[CH2:36][C@H:30]2[CH2:29]1)[C:22]1[CH:27]=[CH:26][CH:25]=[CH:24][CH:23]=1.[F:48][C:43]1[CH:44]=[CH:45][CH:46]=[CH:47][C:42]=1[C:40]1[CH:39]=[CH:38][C:33]2[NH:34][C:35](=[O:37])[CH2:36][C@H:30]3[CH2:29][NH:28][CH2:50][CH2:49][N:31]3[C:32]=2[CH:41]=1. Procedure: (4aS)-3-Benzyl-10-(2-fluorophenyl)-1,2,3,4,4a,5-hexahydropyrazino[1,2-a][1,5]benzodiazepin-6(7H)-one was prepared according to the procedure outlined in Example 89 substituting 2-fluorophenylboronic acid for 3-methylphenylboronic acid and Example 116B for Example 4. The intermediate (4aS)-3-benzyl-10-(2-fluorophenyl)-1,2,3,4,4a,5-hexahydropyrazino[1,2-a][1,5]benzodiazepin-6(7H)-one was purified via HPLC, and underwent benzyl removal in ethanol (20 mL) with Pd(OH)2—C (20%, 1 wet, 76 mg, 1.250 mmo... Starting materials: CC1=NC(=CC(=N1)Cl)Cl (2-methyl-4,6-dichloropyrimidine), N1CCOCC1 (Morpholine). Run in ClCCl (dichloromethane), ClCCl (dichloromethane). Conditions: temperature -78 celsius, time 8 hour. Product: CC1=NC(=CC(=N1)Cl)N1CCOCC1 (2-methyl-4-chloro-6-morpholino-pyrimidine). Isolated yield 88.7%. As a reaction SMILES: [CH3:1][C:2]1[N:7]=[C:6](Cl)[CH:5]=[C:4]([Cl:9])[N:3]=1.[NH:10]1[CH2:15][CH2:14][O:13][CH2:12][CH2:11]1>ClCCl>[CH3:1][C:2]1[N:3]=[C:4]([Cl:9])[CH:5]=[C:6]([N:10]2[CH2:15][CH2:14][O:13][CH2:12][CH2:11]2)[N:7]=1. Reported procedure: The crude 2-methyl-4,6-dichloropyrimidine (41.8 g; 256 mmol) was dissolved in dichloromethane (200 mL) and chilled to −78° C. in an inert atmosphere. Morpholine (48 g; 550 mol) dissolved in dichloromethane (100 mL) was added slowly. The reaction was allowed to warm to room temperature while stirring overnight. The organic layer was washed with saturated ammonium chloride (2×100 mL), dried with sodium sulfate, and evaporated to give 2-methyl-4-chloro-6-morpholino-pyrimidine (48.5 g; 227 mmol). Starting materials: N\C(=C/C(=O)OCC)\C(F)(F)F (ethyl 3-amino-4,4,4-trifluorocrotonate), [H-].[Na+] (sodium hydride), ClC1=C(OC2=C(OCC(=O)OC)C=CC=C2)C=C(C(=C1)F)NC(=O)OC (methyl [2-(2-chloro-4-fluoro-5-methoxycarbonylaminophenoxy)phenoxy]acetate), Cl (hydrochloric acid), ice water. Run in CN(C=O)C (N,N-dimethylformamide), CN(C=O)C (N,N-dimethylformamide). Run at temperature 0 celsius. Yields the product ClC1=C(OC2=C(OCC(=O)OC)C=CC=C2)C=C(C(=C1)F)N1C(NC(=CC1=O)C(F)(F)F)=O (methyl [2-{2-chloro-4-fluoro-5-[2,6-dioxo-4-(trifluoromethyl)-1,2,3,6-tetrahydropyrimidin-1-yl]phenoxy}phenoxy]acetate). RXN SMILES: [NH2:1]/[C:2](/[C:9]([F:12])([F:11])[F:10])=[CH:3]\[C:4]([O:6]CC)=O.[H-].[Na+].[Cl:15][C:16]1[CH:34]=[C:33]([F:35])[C:32]([NH:36][C:37](OC)=[O:38])=[CH:31][C:17]=1[O:18][C:19]1[CH:30]=[CH:29][CH:28]=[CH:27][C:20]=1[O:21][CH2:22][C:23]([O:25][CH3:26])=[O:24].Cl>CN(C)C=O>[Cl:15][C:16]1[CH:34]=[C:33]([F:35])[C:32]([N:36]2[C:4](=[O:6])[CH:3]=[C:2]([C:9]([F:10])([F:11])[F:12])[NH:1][C:37]2=[O:38])=[CH:31][C:17]=1[O:18][C:19]1[CH:30]=[CH:29][CH:28]=[CH:27][C:20]=1[O:21][CH2:22][C:23]([O:25][CH3:26])=[O:24] |f:1.2|. Procedure: To ethyl 3-amino-4,4,4-trifluorocrotonate are added N,N-dimethylformamide and sodium hydride and the mixture is stirred at 0° C. Thereafter, to the reaction solution is added a mixture of methyl [2-(2-chloro-4-fluoro-5-methoxycarbonylaminophenoxy)phenoxy]acetate [Intermediate compound A9-22] and N,N-dimethylformamide, and the mixture is stirred at 80° C. Then reaction solution is cooled to room temperature, then, poured into a mixture of hydrochloric acid and ice water, and the deposited crystal... Reactants: CN(C)C=O, CCN(C(C)C)C(C)C, COc1cc(C2CCN(CC(N)=O)CC2)ccc1N, Cc1cc(-c2ccccc2N(C)S(C)(=O)=O)n2nc(O)ncc12. Product: COc1cc(C2CCN(CC(N)=O)CC2)ccc1Nc1ncc2c(C)cc(-c3ccccc3N(C)S(C)(=O)=O)n2n1. As a reaction SMILES: [CH3:52][N:53]([CH3:54])[CH:55]=[O:56].[CH:24]([N:25]([CH2:26][CH3:27])[CH:28]([CH3:29])[CH3:30])([CH3:31])[CH3:32].[NH2:33][c:34]1[c:35]([O:50][CH3:51])[cH:36][c:37]([CH:40]2[CH2:41][CH2:42][N:43]([CH2:46][C:47](=[O:48])[NH2:49])[CH2:44][CH2:45]2)[cH:38][cH:39]1.[OH:1][c:2]1[n:3][n:4]2[c:5]([cH:6][n:7]1)[c:8]([CH3:23])[cH:9][c:10]2-[c:11]1[c:12]([N:17]([S:18](=[O:19])(=[O:20])[CH3:21])[CH3:22])[cH:13][cH:14][cH:15][cH:16]1>>[c:2]1([NH:33][c:34]2[c:35]([O:50][CH3:51])[cH:36][c:37]([CH:40]3[CH2:41][CH2:42][N:43]([CH2:46][C:47](=[O:48])[NH2:49])[CH2:44][CH2:45]3)[cH:38][cH:39]2)[n:3][n:4]2[c:5]([cH:6][n:7]1)[c:8]([CH3:23])[cH:9][c:10]2-[c:11]1[c:12]([N:17]([S:18](=[O:19])(=[O:20])[CH3:21])[CH3:22])[cH:13][cH:14][cH:15][cH:16]1.